Dataset: the Open Reaction Database (ORD), a public repository of structured organic reaction records. Task: describe an organic reaction: reactants, conditions, products, and yield The reactants are C1(=CC=CC=C1)S(=O)(=O)C1=C(C=2C3=C(N(C2C=C1)COCC[Si](C)(C)C)CC1CCC3N1)C(=O)OC(C)(C)C (tert-butyl 2-phenylsulfonyl-5-[(trimethylsilyl)ethoxy]methyl-5,6,7,8,9,10-hexahydro-7,10-iminocyclohept[b]indole-carboxylate), solution, CCCC[N+](CCCC)(CCCC)CCCC.[F-] (TBAF). Run in C1CCOC1 (THF), C1CCOC1 (THF). Product: C1(=CC=CC=C1)S(=O)(=O)C1=C(C=2C3=C(NC2C=C1)CC1CCC3N1)C(=O)OC(C)(C)C (tert-butyl 2-phenylsulfonyl-5,6,7,8,9,10-hexahydro-7,10-iminocyclohept[b]indole-carboxylate). Yield: 92.2%. RXN SMILES: [C:1]1([S:7]([C:10]2[CH:18]=[CH:17][C:16]3[N:15](COCC[Si](C)(C)C)[C:14]4[CH2:27][CH:28]5[NH:32][CH:31]([C:13]=4[C:12]=3[C:11]=2[C:33]([O:35][C:36]([CH3:39])([CH3:38])[CH3:37])=[O:34])[CH2:30][CH2:29]5)(=[O:9])=[O:8])[CH:6]=[CH:5][CH:4]=[CH:3][CH:2]=1.CCCC[N+](CCCC)(CCCC)CCCC.[F-]>C1COCC1>[C:1]1([S:7]([C:10]2[CH:18]=[CH:17][C:16]3[NH:15][C:14]4[CH2:27][CH:28]5[NH:32][CH:31]([C:13]=4[C:12]=3[C:11]=2[C:33]([O:35][C:36]([CH3:39])([CH3:38])[CH3:37])=[O:34])[CH2:30][CH2:29]5)(=[O:9])=[O:8])[CH:2]=[CH:3][CH:4]=[CH:5][CH:6]=1 |f:1.2|. Procedure details: To a solution of the product of step B (1.28 g, 2.25 mmol) in THF (30 mL) was added a 1M solution of TBAF in THF (12 mL, 12.0 mmol) and the resulting solution heated to reflux overnight. The reaction was concentrated in vacuo to a reduced volume and diluted with a saturated aqueous solution of ammonium chloride followed by water. The mixture was extracted with dichloromethane and the organic phase dried over sodium sulfate, filtered, and concentrated in vacuo. The residue was purified by flash c... Reactants: FC(C(C(C(F)(F)I)(F)F)(C(F)(F)F)F)(F)F (3-trifluoromethylperfluorobutyl iodide), C1=CC(=CC=C1C(=O)O)I (p-iodobenzoic acid), CS(=O)C (dimethyl sulfoxide). The reagents and catalysts are [Cu] (copper). The solvent is O (water). Run at temperature 130 celsius, time 14.5 hour. The product is FC(C(C(C(C1=CC=C(C(=O)O)C=C1)(F)F)(F)F)(C(F)(F)F)F)(F)F (p-(3-trifluoromethylperfluorobutyl)benzoic acid). The yield is 29.7%. RXN SMILES: [F:1][C:2]([F:17])([F:16])[C:3]([F:15])([C:11]([F:14])([F:13])[F:12])[C:4]([F:10])([F:9])[C:5](I)([F:7])[F:6].[CH:18]1[C:23]([C:24]([OH:26])=[O:25])=[CH:22][CH:21]=[C:20](I)[CH:19]=1.CS(C)=O>[Cu].O>[F:1][C:2]([F:17])([F:16])[C:3]([F:15])([C:11]([F:14])([F:13])[F:12])[C:4]([F:10])([F:9])[C:5]([F:7])([F:6])[C:20]1[CH:19]=[CH:18][C:23]([C:24]([OH:26])=[O:25])=[CH:22][CH:21]=1. Procedure details: A mixture of 3-trifluoromethylperfluorobutyl iodide (19.5 g, 50 mmol), p-iodobenzoic acid (12.4 g, 50 mmol), activated copper (15.9 g, 250 mmol) and dried dimethyl sulfoxide (100 ml) is stirred at 130° C. in an autoclave for 14.5 hours. After cooling, the reaction mixture is poured into water (400 ml), and the precipitated solid material is collected by filtration and dried. Then, the solid material is extracted with ethanol (200 ml), and the ethanol extract is concentrated to yield crude p-(3-t... Reactants: Clc1nc2ccccc2s1, NCCCOc1cccc(CN2CCCC2)c1. The product is c1cc(CN2CCCC2)cc(OCCCNc2nc3ccccc3s2)c1. RXN SMILES: [Cl:18][c:19]1[s:20][c:21]2[c:22]([n:23]1)[cH:24][cH:25][cH:26][cH:27]2.[N:1]1([CH2:6][c:7]2[cH:8][c:9]([O:10][CH2:11][CH2:12][CH2:13][NH2:14])[cH:15][cH:16][cH:17]2)[CH2:2][CH2:3][CH2:4][CH2:5]1>>[N:1]1([CH2:6][c:7]2[cH:8][c:9]([O:10][CH2:11][CH2:12][CH2:13][NH:14][c:19]3[s:20][c:21]4[c:22]([n:23]3)[cH:24][cH:25][cH:26][cH:27]4)[cH:15][cH:16][cH:17]2)[CH2:2][CH2:3][CH2:4][CH2:5]1. Starting materials: O (water), C(C)(C)(C)C1CCC2(OCC(O2)CCl)CC1 (8-t-butyl-2-chloromethyl-1,4-dioxaspiro[4.5]decane), C1(CCCCC1)N (cyclohexylamine), C(=O)([O-])[O-].[K+].[K+] (K2CO3). The solvent is C(C)O (ethanol). Run at temperature 180 celsius. The product is C(C)(C)(C)C1CCC2(OCC(O2)CNC2CCCCC2)CC1 (8-t-Butyl-2-(cyclohexylaminomethyl)-1,4-dioxaspiro[4.5]decane). Isolated yield 98.0%. As a reaction SMILES: [C:1]([CH:5]1[CH2:16][CH2:15][C:8]2([O:12][CH:11]([CH2:13]Cl)[CH2:10][O:9]2)[CH2:7][CH2:6]1)([CH3:4])([CH3:3])[CH3:2].[CH:17]1([NH2:23])[CH2:22][CH2:21][CH2:20][CH2:19][CH2:18]1.C([O-])([O-])=O.[K+].[K+].O>C(O)C>[C:1]([CH:5]1[CH2:16][CH2:15][C:8]2([O:12][CH:11]([CH2:13][NH:23][CH:17]3[CH2:22][CH2:21][CH2:20][CH2:19][CH2:18]3)[CH2:10][O:9]2)[CH2:7][CH2:6]1)([CH3:4])([CH3:3])[CH3:2] |f:2.3.4|. Reported procedure: 6.5 g (0.0250 mol) of 8-t-butyl-2-chloromethyl-1,4-dioxaspiro[4.5]decane and 4.5 g (0.0450 mol) of cyclohexylamine are dissolved in 50 ml of 95% ethanol in the presence of 5.65 g (0.040 mol) of K2CO3 and 0.42 g (0.0025 mol) of KI in an autoclave. The mixture is heated to 180° C. for 8 hours with stirring. After returning to room temperature, the reaction medium is poured into 500 ml of water and extracted with 200 ml of CH2Cl2. The organic phase is dried over magnesium sulphate and concentrated ... The reactants are OCC1COC2(CCCCC2)OCC1 (9-hydroxymethyl-7, 12-dioxaspiro[5,6]dodecane), C1(=CC=C(C=C1)S(=O)(=O)O)C (p-toluenesulphonic acid), O (water). Run in C1=CC=CC=C1 (benzene). Product: OCCC1COC2(CCCCC2)OC1 (9-(2-hydroxyethyl)-7, 11-dioxaspiro[5,5]undecane), formula VI. Yield: 70.0%. As a reaction SMILES: [OH:1][CH2:2][CH:3]1[CH2:14][CH2:13][O:12][C:6]2([CH2:11][CH2:10][CH2:9][CH2:8][CH2:7]2)[O:5][CH2:4]1.C1(C)C=CC(S(O)(=O)=O)=CC=1.O>C1C=CC=CC=1>[OH:12][CH2:13][CH2:14][CH:3]1[CH2:2][O:1][C:6]2([CH2:11][CH2:10][CH2:9][CH2:8][CH2:7]2)[O:5][CH2:4]1. Procedure details: A solution of 9-hydroxymethyl-7, 12-dioxaspiro[5,6]dodecane of the formula V (4 g) of the drawings in benzene (15 ml) was stirred at 10° C. for 5 hr with anhydrous p-toluenesulphonic acid (0.2 g). The reaction mixture was made alkaline by adding TEA and water. The benzene layer was separated and the aqueous layer extracted with benzene. The combined benzene solution was dried over K2CO3 and evaporate to a residue (4 g). It was chromatograped on silicagel using chloroform-methanol mixture as elue...